From a dataset of the Open Reaction Database (ORD), a public repository of structured organic reaction records. describe an organic reaction: reactants, conditions, products, and yield The reactants are OC(CNC(=O)C1=CC(=CC(=C1)C(CO)O)[N+](=O)[O-])CO (1-(2,3-Dihydroxypropylaminocarbonyl)-3-nitro-5-(1,2-dihydroxyethyl)benzene). Reagents/catalysts: [Pd] (Pd/C). Solvent: CO (methanol), O (water). Yields the product OC(CNC(=O)C=1C=C(N)C=C(C1)C(CO)O)CO (3-(2,3-Dihydroxypropylaminocarbonyl)-5-(1,2-dihydroxyethyl)aniline). As a reaction SMILES: [OH:1][CH:2]([CH2:20][OH:21])[CH2:3][NH:4][C:5]([C:7]1[CH:12]=[C:11]([CH:13]([OH:16])[CH2:14][OH:15])[CH:10]=[C:9]([N+:17]([O-])=O)[CH:8]=1)=[O:6]>CO.O.[Pd]>[OH:1][CH:2]([CH2:20][OH:21])[CH2:3][NH:4][C:5]([C:7]1[CH:8]=[C:9]([CH:10]=[C:11]([CH:13]([OH:16])[CH2:14][OH:15])[CH:12]=1)[NH2:17])=[O:6]. Procedure details: 1-(2,3-Dihydroxypropylaminocarbonyl)-3-nitro-5-(1,2-dihydroxyethyl)benzene (0.40 g, 1.32 mmol) was dissolved in a mixture of methanol (40 ml) and water (20 ml). The solution was hydrogenated at 60 psi using a Pd/C catalyst (10%, 50 mg). The solution was filtered through celite and the solvents were removed by evaporation. The product was >95% pure by HPLC analysis and was used without further purification. Starting materials: BrC1=CC=C2C(=NN(C2=C1)C1=CC=CC=C1)OC (6-bromo-3-methoxy-1-phenyl-1H-indazole), CC1(OB(OC1(C)C)C1=CC=C(C=C1)N1C=NC=C1)C (1-[4-(4,4,5,5-tetramethyl-[1,3,2]dioxaborolan-2-yl)-phenyl]-1H-imidazole). Yields the product N1(C=NC=C1)C1=CC=C(C=C1)C1=CC=C2C(=NN(C2=C1)C1=CC=CC=C1)OC (6-(4-(1H-Imidazol-1-yl)phenyl)-3-methoxy-1-phenyl-1H-indazole). Reaction SMILES: Br[C:2]1[CH:10]=[C:9]2[C:5]([C:6]([O:17][CH3:18])=[N:7][N:8]2[C:11]2[CH:16]=[CH:15][CH:14]=[CH:13][CH:12]=2)=[CH:4][CH:3]=1.CC1(C)C(C)(C)OB([C:27]2[CH:32]=[CH:31][C:30]([N:33]3[CH:37]=[CH:36][N:35]=[CH:34]3)=[CH:29][CH:28]=2)O1>>[N:33]1([C:30]2[CH:31]=[CH:32][C:27]([C:2]3[CH:10]=[C:9]4[C:5]([C:6]([O:17][CH3:18])=[N:7][N:8]4[C:11]4[CH:16]=[CH:15][CH:14]=[CH:13][CH:12]=4)=[CH:4][CH:3]=3)=[CH:28][CH:29]=2)[CH:37]=[CH:36][N:35]=[CH:34]1. Procedure details: The title compound was prepared according to the procedure as described in Example 58 reacting 6-bromo-3-methoxy-1-phenyl-1H-indazole and 1-[4-(4,4,5,5-tetramethyl-[1,3,2]dioxaborolan-2-yl)-phenyl]-1H-imidazole as the building block. Starting materials: C([O-])([O-])=O.[Cs+].[Cs+] (cesium carbonate), O (water), C(C(C)(C)C)(=O)OCI (iodomethyl pivalate), BrC=1C=C2C(CC(NC2=CC1)=O)(C)C (6-bromo-3,4-dihydro-4,4-dimethylquinolin-2(1H)-one), C(C(C)(C)C)(=O)OCI (iodomethyl pivalate), O (water). The solvent is CN(C)C=O (DMF). Conditions: time 4 hour. Yields the product CC(C(=O)OCN1C(CC(C2=CC(=CC=C12)Br)(C)C)=O)(C)C (6-Bromo-4,4-dimethyl-2-oxo-3,4-dihydro-2H-quinolin-1-ylmethyl 2,2-dimethylpropionate). As a reaction SMILES: [Br:1][C:2]1[CH:3]=[C:4]2[C:9](=[CH:10][CH:11]=1)[NH:8][C:7](=[O:12])[CH2:6][C:5]2([CH3:14])[CH3:13].C(=O)([O-])[O-].[Cs+].[Cs+].[C:21]([O:27][CH2:28]I)(=[O:26])[C:22]([CH3:25])([CH3:24])[CH3:23].O>CN(C=O)C>[CH3:23][C:22]([CH3:25])([CH3:24])[C:21]([O:27][CH2:28][N:8]1[C:9]2[C:4](=[CH:3][C:2]([Br:1])=[CH:11][CH:10]=2)[C:5]([CH3:14])([CH3:13])[CH2:6][C:7]1=[O:12])=[O:26] |f:1.2.3|. Procedure: 1.0 g of 6-bromo-3,4-dihydro-4,4-dimethylquinolin-2(1H)-one was dissolved in 10 ml of dry DMF, 3.85 g of cesium carbonate were added and 953 mg of iodomethyl pivalate were added dropwise while cooling with water, and the mixture was stirred at room temperature for 4 hours. The experiment was left to stand at room temperature overnight. Then a further 0.4 ml of iodomethyl pivalate was added at room temperature and the mixture was stirred at room temperature for a further 2 hours. (According to TL... Reactants: O=C([O-])[O-], CCC(C)=O, Cc1c(OCCCl)cc[n+]([O-])c1C, [K+], [K+], O=C1CCC(=O)N1. The product is Cc1c(OCCN2C(=O)CCC2=O)cc[n+]([O-])c1C. As a reaction SMILES: [C:21](=[O:22])([O-:23])[O-:24].[CH2:27]([C:28]([CH3:29])=[O:30])[CH3:31].[Cl:1][CH2:2][CH2:3][O:4][c:5]1[c:6]([CH3:13])[c:7]([CH3:12])[n+:8]([O-:11])[cH:9][cH:10]1.[K+:25].[K+:26].[O:14]=[C:15]1[CH2:16][CH2:17][C:18](=[O:19])[NH:20]1>>[CH2:2]([CH2:3][O:4][c:5]1[c:6]([CH3:13])[c:7]([CH3:12])[n+:8]([O-:11])[cH:9][cH:10]1)[N:20]1[C:15](=[O:14])[CH2:16][CH2:17][C:18]1=[O:19]. Starting materials: N (NH3), BrC=1C=CC2=C(N(C(=N2)C)C)C1 (6-bromo-1,2-dimethyl-1H-benzimidazole), FC1=CC=C(COC2=CC(NC=C2)=O)C=C1 (4-((4-fluorobenzyl)oxy)pyridin-2(1H)-one), CNCCNC (N,N′-dimethyl-1,2-ethanediamine), C([O-])([O-])=O.[K+].[K+] (potassium carbonate). The reagents and catalysts are [Cu]I (CuI). The solvent is CS(=O)C (DMSO). Reaction conditions: temperature 150 celsius, time 1 hour. The product is CN1C(=NC2=C1C=C(C=C2)N2C(C=C(C=C2)OCC2=CC=C(C=C2)F)=O)C (1-(1,2-Dimethyl-1H-benzimidazol-6-yl)-4-((4-fluorobenzyl)oxy)pyridin-2(1H)-one). The yield is 24.8%. Reaction SMILES: Br[C:2]1[CH:3]=[CH:4][C:5]2[N:9]=[C:8]([CH3:10])[N:7]([CH3:11])[C:6]=2[CH:12]=1.[F:13][C:14]1[CH:28]=[CH:27][C:17]([CH2:18][O:19][C:20]2[CH:25]=[CH:24][NH:23][C:22](=[O:26])[CH:21]=2)=[CH:16][CH:15]=1.CNCCNC.C(=O)([O-])[O-].[K+].[K+].N>[Cu]I.CS(C)=O>[CH3:11][N:7]1[C:6]2[CH:12]=[C:2]([N:23]3[CH:24]=[CH:25][C:20]([O:19][CH2:18][C:17]4[CH:27]=[CH:28][C:14]([F:13])=[CH:15][CH:16]=4)=[CH:21][C:22]3=[O:26])[CH:3]=[CH:4][C:5]=2[N:9]=[C:8]1[CH3:10] |f:3.4.5|. Reported procedure: A mixture of 6-bromo-1,2-dimethyl-1H-benzimidazole (500 mg), 4-((4-fluorobenzyl)oxy)pyridin-2(1H)-one (487 mg), CuI (423 mg), N,N′-dimethyl-1,2-ethanediamine (0.236 ml), potassium carbonate (921 mg) and DMSO (10 ml) was stirred at 150° C. for 1 h. 28% NH3 solution was added to the resulting mixture, and the solid was washed with water. The solid was purified by NH silica gel column chromatography (hexane/EtOAc), followed by recrystallization from EtOAc-hexane to give the title compound (200 mg) ...